From a dataset of the Open Reaction Database (ORD), a public repository of structured organic reaction records. describe an organic reaction: reactants, conditions, products, and yield Reactants: FC=1C=C(C=CC1)C1C(NC(O1)=O)CC1=CC(=CC=C1)OC(C(F)F)(F)F ((4RS,5SR)-5-(3-fluorophenyl)-4-[3-(1,1,2,2-tetrafluoroethoxy)benzyl]-1,3-oxazolidin-2-one), [OH-].[Na+] (sodium hydroxide). Solvent: C(C)O (ethanol). Product: NC(C(O)C1=CC(=CC=C1)F)CC1=CC(=CC=C1)OC(C(F)F)(F)F ((1RS,2SR)-2-amino-1-(3-fluorophenyl)-3-[3-(1,1,2,2-tetrafluoroethoxy)phenyl]propan-1-ol). RXN SMILES: [F:1][C:2]1[CH:3]=[C:4]([CH:8]2[O:12]C(=O)[NH:10][CH:9]2[CH2:14][C:15]2[CH:20]=[CH:19][CH:18]=[C:17]([O:21][C:22]([F:27])([F:26])[CH:23]([F:25])[F:24])[CH:16]=2)[CH:5]=[CH:6][CH:7]=1.[OH-].[Na+]>C(O)C>[NH2:10][CH:9]([CH2:14][C:15]1[CH:20]=[CH:19][CH:18]=[C:17]([O:21][C:22]([F:27])([F:26])[CH:23]([F:25])[F:24])[CH:16]=1)[CH:8]([C:4]1[CH:5]=[CH:6][CH:7]=[C:2]([F:1])[CH:3]=1)[OH:12] |f:1.2|. Procedure: To a solution of (4RS,5SR)-5-(3-fluorophenyl)-4-[3-(1,1,2,2-tetrafluoroethoxy)benzyl]-1,3-oxazolidin-2-one (3.30 g, 8.52 mmol) in ethanol (12 ml) was added 8N aqueous sodium hydroxide solution (5.3 ml, 42 mmol), and the mixture was heated under reflux for 5 hrs. The reaction solutions was concentrated, diluted with water (100 ml), and extracted with ethyl acetate (100 ml×2). The extract was washed with saturated brine, dried (anhydrous magnesium sulfate) and evaporated under reduced pressure. Th... Isolated yield 73.0%. Procedure: Following the procedure of Example 4, 4,4'-dimethylbenzhydrol, synthesized in accordance with M. R. Pavia, et. al. in J. Med. Chem. 35, 4238 (1992), is reacted with methyl thioglycolate for 18 hours at room temperature. Chromatography on silica gel, eluting with 10% ethyl acetate in hexane, gives methyl [[bis-(4-methylphenyl)methyl]thio]acetate as a colorless oil in 73% yield. Starting materials: CC1=CC=C(C(C2=CC=C(C=C2)C)O)C=C1 (4,4'-dimethylbenzhydrol), C(CS)(=O)OC (methyl thioglycolate). Reaction SMILES: [CH3:1][C:2]1[CH:16]=[CH:15][C:5]([CH:6](O)[C:7]2[CH:12]=[CH:11][C:10]([CH3:13])=[CH:9][CH:8]=2)=[CH:4][CH:3]=1.[C:17]([O:21][CH3:22])(=[O:20])[CH2:18][SH:19]>>[CH3:1][C:2]1[CH:16]=[CH:15][C:5]([CH:6]([C:7]2[CH:12]=[CH:11][C:10]([CH3:13])=[CH:9][CH:8]=2)[S:19][CH2:18][C:17]([O:21][CH3:22])=[O:20])=[CH:4][CH:3]=1. Product: CC1=CC=C(C=C1)C(SCC(=O)OC)C1=CC=C(C=C1)C (methyl [[bis-(4-methylphenyl)methyl]thio]acetate).